From a dataset of the Open Reaction Database (ORD), a public repository of structured organic reaction records. describe an organic reaction: reactants, conditions, products, and yield The reactants are C(C)OCC (diethyl ether), CN(C=NS(=O)(=O)C1=CC=2C=[N+](C(=CC2O1)C)[O-])C (N,N-dimethyl-N'-(5-oxido-6-methylfuro[3,2-c]pyridine-2-sulfonyl)formamidine), C([O-])([O-])=O.[Na+].[Na+] (sodium carbonate), Cl (hydrochloric acid). Solvent: C(C)(=O)OC(C)=O (acetic anhydride). Run at temperature 140 celsius. Product: S(N)(=O)(=O)C1=CC=2C=NC(=CC2O1)CO (2-Sulfamoyl-6-hydroxymethylfuro[3,2-c]pyridine). Yield: 43.0%. As a reaction SMILES: CN(C)C=[N:4][S:5]([C:8]1[O:16][C:15]2[CH:14]=[C:13]([CH3:17])[N+:12]([O-])=[CH:11][C:10]=2[CH:9]=1)(=[O:7])=[O:6].Cl.C(=O)([O-])[O-:22].[Na+].[Na+].C(OCC)C>C(OC(=O)C)(=O)C>[S:5]([C:8]1[O:16][C:15]2[CH:14]=[C:13]([CH2:17][OH:22])[N:12]=[CH:11][C:10]=2[CH:9]=1)(=[O:7])(=[O:6])[NH2:4] |f:2.3.4|. Reported procedure: A mixture of N,N-dimethyl-N'-(5-oxido-6-methylfuro[3,2-c]pyridine-2-sulfonyl)formamidine (3.96 g, 14 mmol) in acetic anhydride (12 ml), under a nitrogen atmosphere was heated at 140° C. for 15 minutes to give a dark brown solution. The reaction was cooled to 100° C. and 20% aqueous hydrochloric acid (40 ml) was added and heat was maintained at this temperature for 4 hours. The cooled reaction was carefully made basic with sodium carbonate solution and then exhaustively extracted with ethyl aceta... As a reaction SMILES: [Na].[CH3:2][C:3](=O)[CH2:4][CH2:5][C:6](=O)[CH3:7].[CH:10]1[CH2:14][CH:13]=[CH:12][CH:11]=1.O>CO>[CH3:7][C:6]1[CH:5]=[CH:4][C:3]([CH3:2])=[C:10]2[C:11]=1[CH:12]=[CH:13][CH2:14]2 |^1:0|. The product is CC1=C2C=CCC2=C(C=C1)C (4,7-Dimethylindene). Run in CO (methanol). Conditions: time 1 hour. Procedure: 23 g (1.0 mol) of sodium were dissolved in portions in 250 ml of absolute methanol. A mixture of 45.6 g (0.40 mol) of 2,5-hexanedione and 39.7 g (0.60 mol) of cyclopentadiene was then added dropwise at 0° C. in the course of 1 hour. After the mixture had been stirred at room temperature for 1 hours, 50 ml of water were added and the mixture was extracted with about 2 1 of diethylether. The residue which remained after the solvent had been stripped off was chromatographed on 1.4 kg of silica gel ... The reactants are O (water), CC(CCC(C)=O)=O (2,5-hexanedione), C1=CC=CC1 (cyclopentadiene), [Na] (sodium). Starting materials: C(C)OC(=O)C=1C(=C2C(=C(N1)C#N)N(C(=C2Br)Br)CC2=C(C=CC=C2)F)O (2,3-dibromo-7-cyano-1-(2-fluoro-benzyl)-4-hydroxy-1H-pyrrolo[2,3-c]pyridine-5-carboxylic acid ethyl ester), C(=O)[O-].[NH4+] (ammonium formate). The reagents and catalysts are [Pd] (Pd/C). The product is C(C)OC(=O)C=1C(=C2C(=C(N1)C#N)N(C=C2)CC2=C(C=CC=C2)F)O (7-Cyano-1-(2-fluoro-benzyl)-4-hydroxy-1H-pyrrolo[2,3-c]pyridine-5-carboxylic acid ethyl ester). As a reaction SMILES: [CH2:1]([O:3][C:4]([C:6]1[C:7]([OH:27])=[C:8]2[C:16](Br)=[C:15](Br)[N:14]([CH2:19][C:20]3[CH:25]=[CH:24][CH:23]=[CH:22][C:21]=3[F:26])[C:9]2=[C:10]([C:12]#[N:13])[N:11]=1)=[O:5])[CH3:2].C([O-])=O.[NH4+]>[Pd]>[CH2:1]([O:3][C:4]([C:6]1[C:7]([OH:27])=[C:8]2[CH:16]=[CH:15][N:14]([CH2:19][C:20]3[CH:25]=[CH:24][CH:23]=[CH:22][C:21]=3[F:26])[C:9]2=[C:10]([C:12]#[N:13])[N:11]=1)=[O:5])[CH3:2] |f:1.2|. Procedure: Prepared in analogy to that of Example 6(a) from 2,3-dibromo-7-cyano-1-(2-fluoro-benzyl)-4-hydroxy-1H-pyrrolo[2,3-c]pyridine-5-carboxylic acid ethyl ester, ammonium formate and Pd/C. The title compound, ESI MS (m/z): 340 (M+H)+. Starting materials: C(C1=CC=CC=C1)OC=1C(C=C(OC1)CO)=O (5-(benzyloxy)-2-(hydroxymethyl)-4H-pyran-4-one), reagent, CC(=O)C (acetone). Conditions: time 8 hour. Product: C(C1=CC=CC=C1)OC=1C(C=C(OC1)C(=O)O)=O (5-(benzyloxy)-4-oxo-4H-pyran-2-carboxylic acid). As a reaction SMILES: [CH2:1]([O:8][C:9]1[C:10](=[O:17])[CH:11]=[C:12]([CH2:15][OH:16])[O:13][CH:14]=1)[C:2]1[CH:7]=[CH:6][CH:5]=[CH:4][CH:3]=1.CC(C)=[O:20]>>[CH2:1]([O:8][C:9]1[C:10](=[O:17])[CH:11]=[C:12]([C:15]([OH:20])=[O:16])[O:13][CH:14]=1)[C:2]1[CH:3]=[CH:4][CH:5]=[CH:6][CH:7]=1. Procedure details: To a solution of 5-(benzyloxy)-2-(hydroxymethyl)-4H-pyran-4-one (93.4 g, 401 mmol) in 2.6 L of acetone was added 400 mL of Jone's reagent (2.45 M) at 0° C. The reaction was warmed to room temperature, and the mixture was stirred overnight. The solid was removed by filtration, and the filtrate was concentrated. The concentrated residue was poured into water. The resulting white solid was collected and washed with water and dried to obtain 5-(benzyloxy)-4-oxo-4H-pyran-2-carboxylic acid. 1H NMR δ (... Reactants: FC(C1=C(CCl)C=CC=C1)(F)F (o-trifluoromethylbenzyl chloride), C1(=CC=CC=C1)P(C1=CC=CC=C1)C1=CC=CC=C1 (triphenylphosphine). Solvent: C=1(C(=CC=CC1)C)C (xylene). Run at temperature 150 celsius. Yields the product [Cl-].FC(C1=C(C[P+](C2=CC=CC=C2)(C2=CC=CC=C2)C2=CC=CC=C2)C=CC=C1)(F)F (o-trifluoromethylbenzyltriphenyl-phosphonium chloride). RXN SMILES: [F:1][C:2]([F:12])([F:11])[C:3]1[CH:10]=[CH:9][CH:8]=[CH:7][C:4]=1[CH2:5][Cl:6].[C:13]1([P:19]([C:26]2[CH:31]=[CH:30][CH:29]=[CH:28][CH:27]=2)[C:20]2[CH:25]=[CH:24][CH:23]=[CH:22][CH:21]=2)[CH:18]=[CH:17][CH:16]=[CH:15][CH:14]=1>C1(C)C(C)=CC=CC=1>[Cl-:6].[F:1][C:2]([F:12])([F:11])[C:3]1[CH:10]=[CH:9][CH:8]=[CH:7][C:4]=1[CH2:5][P+:19]([C:20]1[CH:21]=[CH:22][CH:23]=[CH:24][CH:25]=1)([C:26]1[CH:31]=[CH:30][CH:29]=[CH:28][CH:27]=1)[C:13]1[CH:14]=[CH:15][CH:16]=[CH:17][CH:18]=1 |f:3.4|. Reported procedure: 214 g (1.1 mols) of o-trifluoromethylbenzyl chloride are initially introduced into the reaction vessel and are heated to about 150° C. A hot solution, at about 100° C., of 262 g (1 mol) of triphenylphosphine in 115 ml of xylene is added thereto, whilst stirring. Stirring is continued at 150° C. for a short time, the mixture is cooled to 20° C. and the crystal sludge is filtered off and washed with cyclohexane/methylene chloride (7:3). After drying at 170° C. and under 0.1 mm Hg, 412 g (90.2% of ... The reactants are C(C=1C(O)=CC=CC1)(=O)N (salicylamide), C[O-].[Na+] (sodium methoxide), ICCC (1-iodopropane). The solvent is C(C)O (ethanol). Yields the product C(CC)OC1=C(C(=O)N)C=CC=C1 (o-propoxybenzamide). As a reaction SMILES: [C:1]([NH2:10])(=[O:9])[C:2]1[C:3](=[CH:5][CH:6]=[CH:7][CH:8]=1)[OH:4].C[O-].[Na+].I[CH2:15][CH2:16][CH3:17]>C(O)C>[CH2:15]([O:4][C:3]1[CH:5]=[CH:6][CH:7]=[CH:8][C:2]=1[C:1]([NH2:10])=[O:9])[CH2:16][CH3:17] |f:1.2|. Procedure details: A 130 gm. portion of salicylamide in 500 ml. of ethanol is reacted with 52.4 gm. of sodium methoxide and 164.9 gm. of 1-iodopropane by heating at reflux. The mixture is cooled, precipitated in 1500 ml. of water and the solid is recrystallized from hot ethanol giving o-propoxybenzamide. Yield: 31.4%. Product: FC1=CC=C(C=C1)OC1=CC=C(C=C1)CSC=1N(C=C(C(N1)=O)CC=1C=NC(=NC1)OC)CCC (2-[({4-[(4-fluorophenyl)oxy]phenyl}methyl)thio]-5-{[2-(methyloxy)-5-pyrimidinyl]methyl}-1-propyl-4(1H)-pyrimidinone). Run in ClCCCl (DCE). RXN SMILES: [F:1][C:2]1[CH:32]=[CH:31][C:5]([O:6][C:7]2[CH:30]=[CH:29][C:10]([CH2:11][S:12][C:13]3[NH:14][CH:15]=[C:16]([CH2:20][C:21]4[CH:22]=[N:23][C:24]([O:27][CH3:28])=[N:25][CH:26]=4)[C:17](=[O:19])[N:18]=3)=[CH:9][CH:8]=2)=[CH:4][CH:3]=1.CCN(C(C)C)[CH:36]([CH3:38])[CH3:37].BrCCC>ClCCCl>[F:1][C:2]1[CH:3]=[CH:4][C:5]([O:6][C:7]2[CH:30]=[CH:29][C:10]([CH2:11][S:12][C:13]3[N:14]([CH2:37][CH2:36][CH3:38])[CH:15]=[C:16]([CH2:20][C:21]4[CH:26]=[N:25][C:24]([O:27][CH3:28])=[N:23][CH:22]=4)[C:17](=[O:19])[N:18]=3)=[CH:9][CH:8]=2)=[CH:31][CH:32]=1. Reported procedure: The same procedure as E54 from 2-((4-(4-fluorophenoxy)benzyl)thio)-5-((2-methoxypyrimidin-5-yl)methyl)pyrimidin-4(1H)-one (146.6 mg, 0.325 mmol), Hunig's base (0.171 mL, 0.976 mmol) and 1-bromopropane (80 mg, 0.651 mmol) in DCE (5 mL), except that the time was prolonged to 3 days, to afford the title compound (50 mg, 0.102 mmol, 31.2% yield). LCMS: rt=3.41 min, [M+H+]=493 Starting materials: FC1=CC=C(OC2=CC=C(CSC=3NC=C(C(N3)=O)CC=3C=NC(=NC3)OC)C=C2)C=C1 (2-((4-(4-fluorophenoxy)benzyl)thio)-5-((2-methoxypyrimidin-5-yl)methyl)pyrimidin-4(1H)-one), CCN(C(C)C)C(C)C (Hunig's base), BrCCC (1-bromopropane).